Dataset: the Open Reaction Database (ORD), a public repository of structured organic reaction records. Task: describe an organic reaction: reactants, conditions, products, and yield The reactants are solution, C(CCC)[Li] (n-butyllithium), S1C2=C(C=C1)C=CC=C2 (benzo[b]thiophene), ice, CN1CC(CCC1)=O (1-methyl-3-piperidone), C(C)OCC (diethyl ether), C(C)OCC (diethyl ether). The solvent is CCCCCC (hexane). Run at time 1 hour. Product: CN1CC(CCC1)(O)C1=CC2=C(S1)C=CC=C2 (1-methyl-3-(benzo[b]thien-2-yl)-3-piperidinol). RXN SMILES: C([Li])CCC.[S:6]1[CH:10]=[CH:9][C:8]2[CH:11]=[CH:12][CH:13]=[CH:14][C:7]1=2.C(OCC)C.[CH3:20][N:21]1[CH2:26][CH2:25][CH2:24][C:23](=[O:27])[CH2:22]1>CCCCCC>[CH3:20][N:21]1[CH2:26][CH2:25][CH2:24][C:23]([C:10]2[S:6][C:7]3[CH:14]=[CH:13][CH:12]=[CH:11][C:8]=3[CH:9]=2)([OH:27])[CH2:22]1. Reported procedure: 26.5 ml of a 2N solution of n-butyllithium in hexane is added dropwise within 30 minutes to a solution of 7.0 g of benzo[b]thiophene in 50 ml of abs. diethyl ether at a reaction temperature of 5° to 10°. The solution is then stirred for a further 1 hour at 0°. There is then added dropwise, in the course of 30 minutes, a solution of 5.9 g of 1-methyl-3-piperidone in 50 ml of abs. diethyl ether, with the reaction temperature being maintained at 0° by external cooling. The reaction solution is stir...